From a dataset of the Open Reaction Database (ORD), a public repository of structured organic reaction records. describe an organic reaction: reactants, conditions, products, and yield Starting materials: ClC1=C(C=C2C(=C(C=NC2=C1)C#N)NC1=C(C=CC(=C1)OC)C)[N+](=O)[O-] (7-chloro-4-(5-methoxy-2-methylanilino)-6-nitro-3-quinolinecarbonitrile), [N-]=[N+]=[N-].[Na+] (sodium azide). Conditions: temperature 60 celsius. Product: N(=[N+]=[N-])C1=C(C=C2C(=C(C=NC2=C1)C#N)NC1=C(C=CC(=C1)OC)C)[N+](=O)[O-] (7-azido-4-(5-methoxy-2-methylanilino)-6-nitro-3-quinolinecarbonitrile). The yield is 91.1%. As a reaction SMILES: Cl[C:2]1[CH:11]=[C:10]2[C:5]([C:6]([NH:14][C:15]3[CH:20]=[C:19]([O:21][CH3:22])[CH:18]=[CH:17][C:16]=3[CH3:23])=[C:7]([C:12]#[N:13])[CH:8]=[N:9]2)=[CH:4][C:3]=1[N+:24]([O-:26])=[O:25].[N-:27]=[N+:28]=[N-:29].[Na+]>>[N:27]([C:2]1[CH:11]=[C:10]2[C:5]([C:6]([NH:14][C:15]3[CH:20]=[C:19]([O:21][CH3:22])[CH:18]=[CH:17][C:16]=3[CH3:23])=[C:7]([C:12]#[N:13])[CH:8]=[N:9]2)=[CH:4][C:3]=1[N+:24]([O-:26])=[O:25])=[N+:28]=[N-:29] |f:1.2|. Procedure details: A mixture of 0.7 g (1.9 mmol) of 7-chloro-4-(5-methoxy-2-methylanilino)-6-nitro-3-quinolinecarbonitrile and 0.62 g (9.5 mmol) of sodium azide is heated at 60° C. under nitrogen for 24 hours. The mixture is cooled and poured onto ice. The solid is collected by filtration, washed with water and dried to yield 0.65 g of 7-azido-4-(5-methoxy-2-methylanilino)-6-nitro-3-quinolinecarbonitrile as a yellow solid. Reactants: C(C)(=O)Cl (Acetylchloride), OC1=CC=C(OC2=CC=C(C(=O)O)C=C2)C=C1 (4-(4-hydroxyphenoxy)benzoic acid), TEA. The solvent is C(Cl)Cl (CH2Cl2), C(Cl)Cl (CH2Cl2). Reaction conditions: time 16 hour. The product is C(C)(=O)OC1=CC=C(OC2=CC=C(C(=O)O)C=C2)C=C1 (4-(4-acetoxyphenoxy)benzoic acid). Yield: 55.1%. Reaction SMILES: [C:1](Cl)(=[O:3])[CH3:2].[OH:5][C:6]1[CH:21]=[CH:20][C:9]([O:10][C:11]2[CH:19]=[CH:18][C:14]([C:15]([OH:17])=[O:16])=[CH:13][CH:12]=2)=[CH:8][CH:7]=1>C(Cl)Cl>[C:1]([O:5][C:6]1[CH:21]=[CH:20][C:9]([O:10][C:11]2[CH:19]=[CH:18][C:14]([C:15]([OH:17])=[O:16])=[CH:13][CH:12]=2)=[CH:8][CH:7]=1)(=[O:3])[CH3:2]. Procedure details: Acetylchloride (1.5 mL, 21 mmol) is added to a solution of 4-(4-hydroxyphenoxy)benzoic acid (2.3 g, 10 mmol) and TEA (2.9 mL, 21 mmol) in CH2Cl2 (50 mL). The reaction is stirred for 16 hours at room temperature. The reaction mixture is diluted with CH2Cl2 and washed three times with saturated NaHCO3. The organic layer is dried (MgSO4), filtered and concentrated in vacuo. The resulting material is dissolved in dioxane (6 mL). Aqueous LiOH (1N, 930 μL) is added, and the reaction is allowed to stir... Starting materials: FC=1C=C2CCC(CC2=CC1)=O (6-fluoro-3,4-dihydro-2(1H)-naphthalenone), N1CCCC1 (pyrrolidine), C1(=CC=C(C=C1)S(=O)(=O)O)C (p-toluenesulphonic acid). Run in C1=CC=CC=C1 (benzene). Product: FC=1C=CC2=C(CCC=3CC(CNC23)=O)C1 (8-fluoro-1,4,5,6-tetrahydrobenzo[h]quinolin-3(2H)-one). RXN SMILES: [F:1][C:2]1C=[C:4]2[C:9](=[CH:10][CH:11]=1)[CH2:8][C:7](=[O:12])[CH2:6][CH2:5]2.[NH:13]1[CH2:17][CH2:16][CH2:15][CH2:14]1.C1(C)C=CC(S(O)(=O)=O)=CC=1>C1C=CC=CC=1>[F:1][C:2]1[CH:14]=[CH:15][C:16]2[C:17]3[NH:13][CH2:8][C:7](=[O:12])[CH2:6][C:5]=3[CH2:4][CH2:9][C:10]=2[CH:11]=1. Reported procedure: 16.7 g of 6-fluoro-3,4-dihydro-2(1H)-naphthalenone were boiled at reflux for 2.5 hours in 200 ml of benzene and 8.4 ml of pyrrolidine in the presence of 0.35 g of anhydrous p-toluenesulphonic acid. The crude 1-(6-fluoro-3,4-dihydro-2-naphthyl)pyrrolidine obtained was, without further purification, treated with 10.8 g of acrylamide and 0.5 g of p-toluenesulphonic acid. The mixture was heated under nitrogen to 100° for 2 hours and to 150° for 2 hours. The reaction mixture was dissolved in 180 ml o... Starting materials: Cc1ccccc1, C=COC(C)=O, [Na+], [Na+], O=C([O-])[O-], C=COC(C)(C)c1cccc(C(C)(C)O)c1. Yields the product C=COC(C)(C)c1cccc(C(C)(C)OC=C)c1. As a reaction SMILES: [CH3:29][c:30]1[cH:31][cH:32][cH:33][cH:34][cH:35]1.[CH3:7][C:8]([O:9][CH:10]=[CH2:11])=[O:12].[Na+:1].[Na+:2].[O-:3][C:4](=[O:5])[O-:6].[OH:13][C:14]([CH3:15])([CH3:16])[c:17]1[cH:18][c:19]([C:23]([CH3:24])([O:25][CH:26]=[CH2:27])[CH3:28])[cH:20][cH:21][cH:22]1>>[CH:7](=[CH2:8])[O:13][C:14]([CH3:15])([CH3:16])[c:17]1[cH:18][c:19]([C:23]([CH3:24])([O:25][CH:26]=[CH2:27])[CH3:28])[cH:20][cH:21][cH:22]1. Reactants: NC(CCCCC(=O)OCC)C1=CC2=CC=CC=C2C=C1 (ethyl 6-amino-6-(2-naphthyl)hexanoate), aqueous solution, [OH-].[Na+] (sodium hydroxide), C(C1=CC=CC=C1)(=O)Cl (benzoyl chloride). Solvent: C(C)#N (acetonitrile). Run at time 1 hour. Yields the product C(C1=CC=CC=C1)(=O)NC(CCCCC(=O)OCC)C1=CC2=CC=CC=C2C=C1 (ethyl 6-benzoylamino-6-(2-naphthyl)hexanoate). RXN SMILES: [NH2:1][CH:2]([C:12]1[CH:21]=[CH:20][C:19]2[C:14](=[CH:15][CH:16]=[CH:17][CH:18]=2)[CH:13]=1)[CH2:3][CH2:4][CH2:5][CH2:6][C:7]([O:9][CH2:10][CH3:11])=[O:8].[OH-].[Na+].[C:24](Cl)(=[O:31])[C:25]1[CH:30]=[CH:29][CH:28]=[CH:27][CH:26]=1>C(#N)C>[C:24]([NH:1][CH:2]([C:12]1[CH:21]=[CH:20][C:19]2[C:14](=[CH:15][CH:16]=[CH:17][CH:18]=2)[CH:13]=1)[CH2:3][CH2:4][CH2:5][CH2:6][C:7]([O:9][CH2:10][CH3:11])=[O:8])(=[O:31])[C:25]1[CH:30]=[CH:29][CH:28]=[CH:27][CH:26]=1 |f:1.2|. Procedure: While a solution (5 ml) of ethyl 6-amino-6-(2-naphthyl)hexanoate in acetonitrile (1.0 g) and a 1N aqueous solution of sodium hydroxide (4 ml) were vigorously stirred together under ice-cooling, benzoyl chloride (0.54 g) was added dropwise and the mixture was further stirred at room temperature for 1 hour. The organic layer was separated and the aqueous layer was extracted with ethyl acetate. The extract and the organic layer were combined, dried, and concentrated to provide ethyl 6-benzoylamino-... Starting materials: CO, CC(=O)Nc1ccc(OCC(C)(C)[N+](=O)[O-])c(-c2ccnn2C)c1, [Na+], [OH-], O. Yields the product Cn1nccc1-c1cc(N)ccc1OCC(C)(C)[N+](=O)[O-]. Reaction SMILES: [CH3:28][OH:29].[CH3:3][n:4]1[n:5][cH:6][cH:7][c:8]1-[c:9]1[cH:10][c:11]([NH:23][C:24](=[O:25])[CH3:26])[cH:12][cH:13][c:14]1[O:15][CH2:16][C:17]([CH3:18])([N+:19](=[O:20])[O-:21])[CH3:22].[Na+:2].[OH-:1].[OH2:27]>>[CH3:3][n:4]1[n:5][cH:6][cH:7][c:8]1-[c:9]1[cH:10][c:11]([NH2:23])[cH:12][cH:13][c:14]1[O:15][CH2:16][C:17]([CH3:18])([N+:19](=[O:20])[O-:21])[CH3:22]. Starting materials: N(=O)[O-].[Na+] (sodium nitrite), ClC1=CC=C(N)C=C1 (p-chloroaniline), Cl (hydrochloric acid), C(C)(=O)[O-].[Na+] (sodium acetate), O1C(C=CC=C1)=O (pyrone), O1C(C=CC=C1)=O (pyrone), N1CCOCC1 (Morpholine), diazonium chloride. Solvent: O (water), CO (methanol), CO (Methanol), O (water). Reaction conditions: time 10 minute. Product: [Cl-].ClC1=CC=C(C=C1)[N+]#N (p-Chlorobenzenediazonium chloride), product. Isolated yield 60.0%. Reaction SMILES: C([O-])(=O)C.[Na+].O1C=CC=CC1=O.N([O-])=O.[Na+].[Cl:17][C:18]1[CH:24]=[CH:23][C:21]([NH2:22])=[CH:20][CH:19]=1.Cl.[NH:26]1CCOCC1>O.CO>[Cl-:17].[Cl:17][C:18]1[CH:24]=[CH:23][C:21]([N+:22]#[N:26])=[CH:20][CH:19]=1 |f:0.1,3.4,10.11|. Reported procedure: A 250 ml, three necked, round bottomed flask was equipped with addition funnel, paddle stirrer, and thermometer. The flask was charged with 50 ml methanol, sodium acetate (16.0 g, 0.198 mole), and pyrone (8.0 g, 0.043 mole). p-Chlorobenzenediazonium chloride was prepared on the side by the dropwise addition of sodium nitrite (3.3 g, 0.047 mole) in 10 ml water to a cooled (5°) slurry containing p-chloroaniline (5.6 g, 0.043 mole) in aqueous hydrochloric acid (16.5 ml 12N HCl [0.198 mole] plus 10 ...